Dataset: the Open Reaction Database (ORD), a public repository of structured organic reaction records. Task: describe an organic reaction: reactants, conditions, products, and yield The reactants are CC=1N=C(C(=NC1C)OC)NC(OC1=CC=CC=C1)=O (Phenyl N-(5,6-dimethyl-2-methoxypyrazin-3-yl)carbamate), COC=1C=C(C=C(C1)OC)N1CCNCC1 (1-(3,5-dimethoxyphenyl)piperazine). Reaction SMILES: [CH3:1][C:2]1[N:3]=[C:4]([NH:11][C:12](=[O:20])OC2C=CC=CC=2)[C:5]([O:9][CH3:10])=[N:6][C:7]=1[CH3:8].[CH3:21][O:22][C:23]1[CH:24]=[C:25]([N:31]2[CH2:36][CH2:35][NH:34][CH2:33][CH2:32]2)[CH:26]=[C:27]([O:29][CH3:30])[CH:28]=1>>[CH3:1][C:2]1[N:3]=[C:4]([NH:11][C:12]([N:34]2[CH2:33][CH2:32][N:31]([C:25]3[CH:24]=[C:23]([O:22][CH3:21])[CH:28]=[C:27]([O:29][CH3:30])[CH:26]=3)[CH2:36][CH2:35]2)=[O:20])[C:5]([O:9][CH3:10])=[N:6][C:7]=1[CH3:8]. Reported procedure: Phenyl N-(5,6-dimethyl-2-methoxypyrazin-3-yl)carbamate and 1-(3,5-dimethoxyphenyl)piperazine were reacted by the same way with the example 1 to obtain the titled compound. Yields the product CC=1N=C(C(=NC1C)OC)NC(=O)N1CCN(CC1)C1=CC(=CC(=C1)OC)OC (1-[(5,6-Dimethyl-2-methoxypyrazin-3-yl)aminocarbonyl]-4-(3,5-dimethoxyphenyl)piperazine). Isolated yield 85.0%. Starting materials: CN1CC2=C(NC=3C=CC(=CC23)C)CC1 (2,3,4,5-tetrahydro-2,8-dimethyl-1H-pyrido[4,3-b]indole), FC(C1=CC(=NC=C1C=C)C)(F)F (4-(trifluoromethyl)-2-methyl-5-vinylpyridine), [OH-].[K+] (KOH). The solvent is CN1CCCC1=O (NMP). Product: FC(C1=C(C=NC(=C1)C)CCN1C2=C(C=3C=C(C=CC13)C)CN(CC2)C)(F)F (5-(2-(4-(trifluoromethyl)-6-methylpyridin-3-yl)ethyl)-2,3,4,5-tetrahydro-2,8-dimethyl-1H-pyrido[4,3-b]indole). RXN SMILES: [CH3:1][N:2]1[CH2:15][CH2:14][C:5]2[NH:6][C:7]3[CH:8]=[CH:9][C:10]([CH3:13])=[CH:11][C:12]=3[C:4]=2[CH2:3]1.[F:16][C:17]([F:28])([F:27])[C:18]1[C:23]([CH:24]=[CH2:25])=[CH:22][N:21]=[C:20]([CH3:26])[CH:19]=1.[OH-].[K+]>CN1C(=O)CCC1>[F:28][C:17]([F:16])([F:27])[C:18]1[CH:19]=[C:20]([CH3:26])[N:21]=[CH:22][C:23]=1[CH2:24][CH2:25][N:6]1[C:7]2[CH:8]=[CH:9][C:10]([CH3:13])=[CH:11][C:12]=2[C:4]2[CH2:3][N:2]([CH3:1])[CH2:15][CH2:14][C:5]1=2 |f:2.3|. Procedure details: The title compound is prepared from a mixture of 2,3,4,5-tetrahydro-2,8-dimethyl-1H-pyrido[4,3-b]indole, 4-(trifluoromethyl)-2-methyl-5-vinylpyridine and KOH (5-7 equiv) in NMP at a temperature ranging between 25 deg C. to 100 deg C. The product obtained is isolated by preparative HPLC. Starting materials: N1=CC=CC=2C(C=CC(C12)=O)=O (quinoline-5,8-dione), FC(C(=O)NC1=C(C=CC=C1)C=CC=NN(C)C)(F)F (4-(2-trifluoroacetamidophenyl)-1-dimethylamino-1-aza-1,3-butadiene), C(C)(=O)OC(C)=O (acetic anhydride). The reagents and catalysts are [Pd] (Pd/C). The solvent is CC#N (CH3CN), C1(=CC=CC=C1)C (toluene). Product: FC(C(=O)NC1=C(C=CC=C1)C1=CC=NC=2C(C3=C(C(C12)=O)C=CC=N3)=O)(F)F (4-(2-Trifluoroacetamidophenyl)pyrido[3,2-g]quinoline-5,10-dione). Yield: 5.0%. As a reaction SMILES: [N:1]1[C:10]2[C:9](=[O:11])C=C[C:6](=[O:12])[C:5]=2[CH:4]=[CH:3][CH:2]=1.[F:13][C:14]([F:32])([F:31])[C:15]([NH:17][C:18]1[CH:23]=[CH:22][CH:21]=[CH:20][C:19]=1[CH:24]=[CH:25][CH:26]=[N:27]N(C)C)=[O:16].[C:33](OC(=O)C)(=O)[CH3:34]>CC#N.C1(C)C=CC=CC=1.[Pd]>[F:32][C:14]([F:13])([F:31])[C:15]([NH:17][C:18]1[CH:23]=[CH:22][CH:21]=[CH:20][C:19]=1[C:24]1[C:25]2[C:6](=[O:12])[C:5]3[CH:4]=[CH:3][CH:2]=[N:1][C:10]=3[C:9](=[O:11])[C:26]=2[N:27]=[CH:34][CH:33]=1)=[O:16]. Procedure: 1 g (6.3 mmol) of quinoline-5,8-dione, 3.59 g (12.6 mmol) of 4-(2-trifluoroacetamidophenyl)-1-dimethylamino-1-aza-1,3-butadiene and 7.5 mL of acetic anhydride in 175 mL of CH3CN are refluxed for 24 hours. After evaporating off the solvent on a rotary evaporator and purifying by filtration on silica (95/5 CH2Cl2/MeOH), the adduct is obtained. This compound is dissolved in 150 mL of toluene, 6.2 g of Pd/C (10%) are added and the reaction medium is refluxed for 12 hours. After filtering off and was... Starting materials: NC1=CC=C(C(=O)N(C=2C=NC=CC2)CCN2CCC(CC2)C(C2=CC=CC=C2)=O)C=C1 (4-Amino-N-[2-(4-benzoylpiperidino)ethyl]-N-(3-pyridyl)benzamide), C(\C=C/C(=O)O)(=O)O (maleic acid). Run in C(C)O (ethanol), C(C)O (ethanol). Product: C(\C=C/C(=O)O)(=O)O.NC1=CC=C(C(=O)N(C=2C=NC=CC2)CCN2CCC(CC2)C(C2=CC=CC=C2)=O)C=C1 (4-Amino-N-[2-(4-benzoylpiperidino)ethyl]-N-(3-pyridyl)benzamide maleate). The yield is 64.9%. Reaction SMILES: [NH2:1][C:2]1[CH:32]=[CH:31][C:5]([C:6]([N:8]([CH2:15][CH2:16][N:17]2[CH2:22][CH2:21][CH:20]([C:23](=[O:30])[C:24]3[CH:29]=[CH:28][CH:27]=[CH:26][CH:25]=3)[CH2:19][CH2:18]2)[C:9]2[CH:10]=[N:11][CH:12]=[CH:13][CH:14]=2)=[O:7])=[CH:4][CH:3]=1.[C:33]([OH:40])(=[O:39])/[CH:34]=[CH:35]\[C:36]([OH:38])=[O:37]>C(O)C>[C:33]([OH:40])(=[O:39])/[CH:34]=[CH:35]\[C:36]([OH:38])=[O:37].[NH2:1][C:2]1[CH:3]=[CH:4][C:5]([C:6]([N:8]([CH2:15][CH2:16][N:17]2[CH2:18][CH2:19][CH:20]([C:23](=[O:30])[C:24]3[CH:25]=[CH:26][CH:27]=[CH:28][CH:29]=3)[CH2:21][CH2:22]2)[C:9]2[CH:10]=[N:11][CH:12]=[CH:13][CH:14]=2)=[O:7])=[CH:31][CH:32]=1 |f:3.4|. Reported procedure: 4-Amino-N-[2-(4-benzoylpiperidino)ethyl]-N-(3-pyridyl)benzamide (3.00 g, 7.00 mmol) was dissolved in ethanol (10.0 ml) to which was subsequently added a ethanol solution (20.0 ml) of maleic acid (812.0 mg, 7.00 mmol) at room temperature, and then stirred. After the solvent was removed by evaporation, the thus precipitated crystals were collected by filtration and washed with ether, and then purified by recrystallization from ethanol-water mixed solution to obtain 2.476 g (65%) of the title compo... The reactants are BrC1=C(C=C(C=C1Cl)C(F)(F)F)Cl (4-bromo-3,5-dichlorobenzotrifluoride), C(OCC)(OCC)=O (diethyl carbonate), Ice water, C(CCC)[Li] (n-butyllithium). The solvent is CCOCC (ether), CCOCC (ether), CCOCC (ether). Conditions: time 20 minute. Yields the product ClC1=C(C(=O)OCC)C(=CC(=C1)C(F)(F)F)Cl (ethyl 2,6-dichloro-4-trifluoromethylbenzoate), oil. Isolated yield 63.8%. As a reaction SMILES: C([Li])CCC.Br[C:7]1[C:12]([Cl:13])=[CH:11][C:10]([C:14]([F:17])([F:16])[F:15])=[CH:9][C:8]=1[Cl:18].[C:19](=O)([O:23]CC)[O:20][CH2:21][CH3:22]>CCOCC>[Cl:18][C:8]1[CH:9]=[C:10]([C:14]([F:17])([F:16])[F:15])[CH:11]=[C:12]([Cl:13])[C:7]=1[C:19]([O:20][CH2:21][CH3:22])=[O:23]. Procedure: To a mixture of 65.2 ml of n-butyllithium (1.61M in hexane) and 100 ml of anhydrous ether was added dropwise 29.3 g of 4-bromo-3,5-dichlorobenzo-trifluoride (3) in 30 ml of anhydrous ether at -78° C., followed by stirring for 20 minutes. Subsequently, 13.3 ml of diethyl carbonate in 50 ml of anhydrous ether was added dropwise to the mixture, followed by stirring at -78° C. for 30 minutes and then at 0° C. for 30 minutes. Ice water was added to the reaction mixture, the mixture was extracted with...